This data is from the Open Reaction Database (ORD), a public repository of structured organic reaction records. The task is: describe an organic reaction: reactants, conditions, products, and yield Starting materials: CS(=O)(=O)C=1C=C2C=CNC2=CC1 (5-(methylsulfonyl)-1H-indole), O (water), O1CCOCC1 (1,4-dioxane), Cl (hydrochloric acid), N(=O)[O-].[Na+] (sodium nitrite). Yields the product CS(=O)(=O)C=1C=C2C(=NNC2=CC1)C=O (5-(methylsulfonyl)-1H-indazole-3-carboxaldehyde). Isolated yield 25.0%. As a reaction SMILES: [CH3:1][S:2]([C:5]1[CH:6]=[C:7]2[C:11](=[CH:12][CH:13]=1)[NH:10]C=C2)(=[O:4])=[O:3].O.[N:15]([O-])=O.[Na+].Cl.[O:20]1[CH2:25][CH2:24]OCC1>>[CH3:1][S:2]([C:5]1[CH:6]=[C:7]2[C:11](=[CH:12][CH:13]=1)[NH:10][N:15]=[C:24]2[CH:25]=[O:20])(=[O:4])=[O:3] |f:2.3|. Reported procedure: A solution of 5-(methylsulfonyl)-1H-indole (0.150 g, 0.768 mmol) in 1,4-dioxane (8 mL) was added with water (96 mL), and the mixture was stirred at room temperature. The reaction mixture was added with sodium nitrite (0.530 g, 7.68 mmol), and the mixture was cooled to 0° C. The reaction mixture was added dropwise with 3 N hydrochloric acid (1.54 mL, 4.62 mmol) at 0° C., and then the mixture was stirred at room temperature for 3 hours. The reaction mixture was extracted three times with ethyl ace... Reactants: COC=1C=C(C(=O)N2C[C@@](CC2)(C2=CC(=C(C=C2)Cl)Cl)CCCS(=O)(=O)[O-])C=C(C1OC)OC ((S)-2-[1-(3,4,5-trimethoxy-benzoyl)-3-(3,4-dichloro-phenyl)-pyrrolidin-3-yl]-ethyl-methanesulfonate), CN1CCN(CC1)C(=O)N.N1=CC(=CC=C1)C1(CCNCC1)C(=O)O (4-(pyridin-3-yl)-piperidine-4-carboxylic acid 4-methylpiperazine-amide), C(C)(=O)OCC (ethyl acetate). Solvent: CO.ClCCl (methanol dichloromethane), CO.ClCCl (methanol dichloromethane), CO.ClCCl (methanol dichloromethane), CO.ClCCl (methanol dichloromethane), CO.ClCCl (methanol dichloromethane). Yields the product CN1CCN(CC1)C(=O)N.ClC=1C=C(C=CC1Cl)[C@@]1(CN(CC1)C(C1=CC(=C(C(=C1)OC)OC)OC)=O)CCN1CCC(CC1)(C(=O)O)C=1C=NC=CC1 ((R)-1-[2-[3-(3,4-dichloro-phenyl)-1-(3,4,5-trimethoxy-benzoyl)-pyrrolidin-3-yl]-ethyl]-4-(pyridin-3-yl)-piperidine-4-carboxylic acid 4-methylpiperazine-amide). As a reaction SMILES: [CH3:1][O:2][C:3]1[CH:4]=[C:5]([CH:28]=[C:29]([O:33][CH3:34])[C:30]=1[O:31][CH3:32])[C:6]([N:8]1[CH2:12][CH2:11][C@@:10]([CH2:21][CH2:22]CS([O-])(=O)=O)([C:13]2[CH:18]=[CH:17][C:16]([Cl:19])=[C:15]([Cl:20])[CH:14]=2)[CH2:9]1)=[O:7].[CH3:35][N:36]1[CH2:41][CH2:40][N:39]([C:42]([NH2:44])=[O:43])[CH2:38][CH2:37]1.[N:45]1[CH:50]=[CH:49][CH:48]=[C:47]([C:51]2([C:57]([OH:59])=[O:58])[CH2:56][CH2:55][NH:54][CH2:53][CH2:52]2)[CH:46]=1.C(OCC)(=O)C>CO.ClCCl>[CH3:35][N:36]1[CH2:41][CH2:40][N:39]([C:42]([NH2:44])=[O:43])[CH2:38][CH2:37]1.[Cl:20][C:15]1[CH:14]=[C:13]([C@@:10]2([CH2:21][CH2:22][N:54]3[CH2:53][CH2:52][C:51]([C:47]4[CH:46]=[N:45][CH:50]=[CH:49][CH:48]=4)([C:57]([OH:59])=[O:58])[CH2:56][CH2:55]3)[CH2:11][CH2:12][N:8]([C:6](=[O:7])[C:5]3[CH:28]=[C:29]([O:33][CH3:34])[C:30]([O:31][CH3:32])=[C:3]([O:2][CH3:1])[CH:4]=3)[CH2:9]2)[CH:18]=[CH:17][C:16]=1[Cl:19] |f:1.2,4.5,6.7|. Procedure: Prepare by the method of Example 88.6 using (S)-2-[1-(3,4,5-trimethoxy-benzoyl)-3-(3,4-dichloro-phenyl)-pyrrolidin-3-yl]-ethyl-methanesulfonate and 4-(pyridin-3-yl)-piperidine-4-carboxylic acid 4-methylpiperazine-amide to give, after chromatography on silica gel eluting sequentially with ethyl acetate, 1% methanol/dichloromethane, 3% methanol/dichloromethane, 5% methanol/dichloromethane, 7% methanol/dichloromethane, and then 9% methanol/dichloromethane, the title compound: Rf =0.29 (silica gel, ... Reactants: CO, O=[N+]([O-])c1cccnc1NCC1CC1. Product: Nc1cccnc1NCC1CC1. RXN SMILES: [CH3:15][OH:16].[CH:1]1([CH2:4][NH:5][c:6]2[n:7][cH:8][cH:9][cH:10][c:11]2[N+:12]([O-:13])=[O:14])[CH2:2][CH2:3]1>>[CH:1]1([CH2:4][NH:5][c:6]2[n:7][cH:8][cH:9][cH:10][c:11]2[NH2:12])[CH2:2][CH2:3]1. Starting materials: CN(CCCNC(=O)[C@H]1CN([C@@H]2CC3=CN(C4=CC=CC([C@H]2C1)=C34)C(=O)OC(C)(C)C)C(=O)OC(C)(C)C)C (N-[3-(dimethylamino)propyl]-1,6-di(tert-butoxycarbonyl)-ergoline-8β-carboxamide), C1(=CC=CC=C1)P(C1=CC=CC=C1)C1=CC=CC=C1 (triphenylphosphine), C(C)N=C=O (ethyl isocyanate). Reagents/catalysts: [Cu]Cl (copper(I) chloride). The solvent is ClCCl (dichloro-methane). Conditions: temperature 35 celsius, time 4 hour. Product: CN(CCCN(C(=O)[C@H]1CN([C@@H]2CC3=CN(C4=CC=CC([C@H]2C1)=C34)C(=O)OC(C)(C)C)C(=O)OC(C)(C)C)C(=O)NCC)C (N-[3-(dimethylamino)propyl]-N-[(ethylamino)carbonyl)-1,6-di(tert-butoxycarbonyl)-ergoline-8β-carboxamide). The yield is 96.4%. As a reaction SMILES: [CH3:1][N:2]([CH3:39])[CH2:3][CH2:4][CH2:5][NH:6][C:7]([C@@H:9]1[CH2:23][C@H:22]2[C@@H:12]([CH2:13][C:14]3[C:24]4[C:17](=[CH:18][CH:19]=[CH:20][C:21]2=4)[N:16]([C:25]([O:27][C:28]([CH3:31])([CH3:30])[CH3:29])=[O:26])[CH:15]=3)[N:11]([C:32]([O:34][C:35]([CH3:38])([CH3:37])[CH3:36])=[O:33])[CH2:10]1)=[O:8].C1(P(C2C=CC=CC=2)C2C=CC=CC=2)C=CC=CC=1.[CH2:59]([N:61]=[C:62]=[O:63])[CH3:60]>ClCCl.[Cu]Cl>[CH3:39][N:2]([CH3:1])[CH2:3][CH2:4][CH2:5][N:6]([C:62]([NH:61][CH2:59][CH3:60])=[O:63])[C:7]([C@@H:9]1[CH2:23][C@H:22]2[C@@H:12]([CH2:13][C:14]3[C:24]4[C:17](=[CH:18][CH:19]=[CH:20][C:21]2=4)[N:16]([C:25]([O:27][C:28]([CH3:31])([CH3:30])[CH3:29])=[O:26])[CH:15]=3)[N:11]([C:32]([O:34][C:35]([CH3:38])([CH3:37])[CH3:36])=[O:33])[CH2:10]1)=[O:8]. Reported procedure: To a solution of 15.5 g (28.67 mmol) of N-[3-(dimethylamino)propyl]-1,6-di(tert-butoxycarbonyl)-ergoline-8β-carboxamide (XVII, R2=tert-butyl) in 350 ml of dichloro-methane 0.8 g of triphenylphosphine, 0.3 g of copper(I) chloride and 6.8 ml (86 mmol) of ethyl isocyanate was sequentially added, and the reaction mixture was stirred at 35° C. for 4 hours. The reaction mixture was concentrated in vacuum and the product was purified on a silica plug to give 16.9 g (96.4%) of the title compound. Starting materials: Cc1ccccc1, COc1c(Cl)cc(F)c(-c2nn(C)c(C(F)(F)F)c2Cl)c1[N+](=O)[O-]. The product is COc1c(Cl)cc(F)c(-c2nn(C)c(C(F)(F)F)c2Cl)c1N. Reaction SMILES: [CH3:25][c:26]1[cH:27][cH:28][cH:29][cH:30][cH:31]1.[Cl:1][c:2]1[c:3](-[c:12]2[c:13]([N+:22]([O-:23])=[O:24])[c:14]([O:20][CH3:21])[c:15]([Cl:19])[cH:16][c:17]2[F:18])[n:4][n:5]([CH3:11])[c:6]1[C:7]([F:8])([F:9])[F:10]>>[Cl:1][c:2]1[c:3](-[c:12]2[c:13]([NH2:22])[c:14]([O:20][CH3:21])[c:15]([Cl:19])[cH:16][c:17]2[F:18])[n:4][n:5]([CH3:11])[c:6]1[C:7]([F:8])([F:9])[F:10]. The reactants are N(=[N+]=[N-])CC(=O)OC(=C)C (Isopropenyl azidoacetate), CS(=O)(=O)O (methanesulfonic acid). The solvent is C(Cl)Cl (methylene chloride). Reaction conditions: time 3 hour. The product is CS(=O)(=O)OC(CN=[N+]=[N-])=O (azidoacetyl methanesulfonate). Reaction SMILES: [N:1]([CH2:4][C:5]([O:7]C(C)=C)=[O:6])=[N+:2]=[N-:3].[CH3:11][S:12](O)(=[O:14])=[O:13]>C(Cl)Cl>[CH3:11][S:12]([O:7][C:5](=[O:6])[CH2:4][N:1]=[N+:2]=[N-:3])(=[O:14])=[O:13]. Procedure details: Isopropenyl azidoacetate (1.41 g, 0.01 mole) and anhydrous methanesulfonic acid (0.96 g, 0.01 mole) in 15 ml of methylene chloride is allowed to stand at room temperature for three hours. The solvent is removed in vacuo to give azidoacetyl methanesulfonate. Product: COC(=O)C1CCC(NS(=O)(=O)c2ccc(-c3ccc(F)cc3F)cc2)C1. Starting materials: O=S(=O)(Cl)c1ccc(-c2ccc(F)cc2F)cc1, COC(=O)C1CCC(N)C1. As a reaction SMILES: [F:11][c:12]1[c:13](-[c:19]2[cH:20][cH:21][c:22]([S:25](=[O:26])(=[O:27])[Cl:28])[cH:23][cH:24]2)[cH:14][cH:15][c:16]([F:18])[cH:17]1.[NH2:1][CH:2]1[CH2:3][CH:4]([C:7](=[O:8])[O:9][CH3:10])[CH2:5][CH2:6]1>>[NH:1]([CH:2]1[CH2:3][CH:4]([C:7](=[O:8])[O:9][CH3:10])[CH2:5][CH2:6]1)[S:25]([c:22]1[cH:21][cH:20][c:19](-[c:13]2[c:12]([F:11])[cH:17][c:16]([F:18])[cH:15][cH:14]2)[cH:24][cH:23]1)(=[O:26])=[O:27]. Starting materials: S(O)(O)(=O)=O (sulphuric acid), O1C(CCCC1)OC=1C=C(C=C(C1)OC1OCCCC1)C=CC=1C=C(C=CC1)CCCCCCC(C)(O)C (8-(3-{2-[3,5-bis(tetrahydropyran-2-yloxy)phenyl]vinyl}phenyl)-2-methyloctan-2-ol). Solvent: O (water), C1CCOC1 (THF). The product is OC(CCCCCCC=1C=C(C=CC1)C=CC=1C=C(C=C(C1)O)O)(C)C (5-{2-[3-(7-Hydroxy-7-methyloctyl)phenyl]vinyl}benzene-1,3-diol). Reaction SMILES: S(=O)(=O)(O)O.O1CCCCC1[O:12][C:13]1[CH:14]=[C:15]([CH:26]=[CH:27][C:28]2[CH:29]=[C:30]([CH2:34][CH2:35][CH2:36][CH2:37][CH2:38][CH2:39][C:40]([CH3:43])([OH:42])[CH3:41])[CH:31]=[CH:32][CH:33]=2)[CH:16]=[C:17]([O:19]C2CCCCO2)[CH:18]=1>C1COCC1.O>[OH:42][C:40]([CH3:43])([CH3:41])[CH2:39][CH2:38][CH2:37][CH2:36][CH2:35][CH2:34][C:30]1[CH:29]=[C:28]([CH:27]=[CH:26][C:15]2[CH:14]=[C:13]([OH:12])[CH:18]=[C:17]([OH:19])[CH:16]=2)[CH:33]=[CH:32][CH:31]=1. Reported procedure: In a manner similar to Example 25(d), by reacting 0.06 ml of concentrated sulphuric acid with 1.15 g (2.21 mmol) of 8-(3-{2-[3,5-bis(tetrahydropyran-2-yloxy)phenyl]vinyl}phenyl)-2-methyloctan-2-ol in 20 ml of THF and 10 ml of water, after purification on a silica column (ethyl acetate 40-heptane 60), pinkish crystals (m=331 mg; Y=42%) are obtained. Starting materials: Cl (HCl), C(C=C=C)(=O)OCC (Ethyl 2,3-butadienoate), O1C=CC=C1 (furan). The reagents and catalysts are [Cl-].[Zn+2].[Cl-] (zinc chloride). Solvent: C1(=CC=CC=C1)C (Toluene). Reaction conditions: temperature 0 celsius, time 8 hour. The product is C(C)OC(=O)C1C2C=CC(C1=C)O2 (2-Ethoxycarbonyl-3-methylene-7-oxa-5-norbornene). The yield is 87.3%. Reaction SMILES: [C:1]([O:6][CH2:7][CH3:8])(=[O:5])[CH:2]=[C:3]=[CH2:4].[O:9]1[CH:13]=[CH:12][CH:11]=[CH:10]1.Cl>[Cl-].[Zn+2].[Cl-].C1(C)C=CC=CC=1>[CH2:7]([O:6][C:1]([CH:2]1[C:3](=[CH2:4])[CH:10]2[O:9][CH:13]1[CH:12]=[CH:11]2)=[O:5])[CH3:8] |f:3.4.5|. Procedure details: Ethyl 2,3-butadienoate (0.84 g, 7.5 mmol) and 2.52 g of furan (37 mmol) were combined in a flask under nitrogen and cooled to 0° C. Anhydrous zinc chloride (0.25 g, 1.8 mmol) was added, then the reaction mixture was warmed to room temperature and stirred overnight. NMR analysis indicated that the reaction was complete. Toluene and dilute HCl were added. A black lump of material separated. The toluene and water phases were decanted. The toluene phase was washed with water, filtered and rotovapped... Starting materials: molten, ClC1=CC=C(CCl)C=C1 (4-chlorobenzyl chloride), [C-]#N.[Na+] (sodium Cyanide). The reagents and catalysts are [Cl-].C(CCC)[N+](CC1=CC=CC=C1)(CCCC)CCCC (tributylbenzylammonium chloride). The solvent is O (water). Conditions: temperature 90 celsius, time 2 hour. Product: ClC1=CC=C(CC#N)C=C1 (4-chlorobenzyl cyanide). Yield: 91.0%. As a reaction SMILES: [C-:1]#[N:2].[Na+].[Cl:4][C:5]1[CH:12]=[CH:11][C:8]([CH2:9]Cl)=[CH:7][CH:6]=1>[Cl-].C([N+](CCCC)(CCCC)CC1C=CC=CC=1)CCC.O>[Cl:4][C:5]1[CH:12]=[CH:11][C:8]([CH2:9][C:1]#[N:2])=[CH:7][CH:6]=1 |f:0.1,3.4|. Reported procedure: 196 g (4 mol) of sodium Cyanide, 12.5 g (40 mmol) of tributylbenzylammonium chloride and 660 mL of water are initially introduced into a 2 l multineck apparatus with reflux condenser, internal thermometer and dropping funnel, and the mixture is heated to 90° C. At the same temperature, 644 g (4 mol) of molten 4-chlorobenzyl chloride are added dropwise in 1 h, and the mixture is then stirred for 2 h. After having been cooled to about 35° C., the organic phase is separated off, washed with water a...